This data is from the Open Reaction Database (ORD), a public repository of structured organic reaction records. The task is: describe an organic reaction: reactants, conditions, products, and yield Reactants: C1(=CC=CC=C1)C(O)C1=CC=C2C(=NN(C2=C1)COCC[Si](C)(C)C)C=CC1=CC=CC=C1 (phenyl-{3-styryl-1-[2-(trimethyl-silanyl)-ethoxymethyl]-1H-indazol-6-yl}-methanol), CC(=O)OI1(C=2C=CC=CC2C(=O)O1)(OC(=O)C)OC(=O)C (Dess-Martin reagent). The solvent is CCCCCC (hexane), ClCCl (dichloromethane). Reaction conditions: temperature 23 celsius, time 1 hour. Product: C1(=CC=CC=C1)C(=O)C1=CC=C2C(=NN(C2=C1)COCC[Si](C)(C)C)C=CC1=CC=CC=C1 (phenyl-{3-styryl-1-[2-(trimethyl-silanyl)-ethoxymethyl]-1H-indazol-6-yl}-methanone). Isolated yield 79.2%. As a reaction SMILES: [C:1]1([CH:7]([C:9]2[CH:17]=[C:16]3[C:12]([C:13]([CH:26]=[CH:27][C:28]4[CH:33]=[CH:32][CH:31]=[CH:30][CH:29]=4)=[N:14][N:15]3[CH2:18][O:19][CH2:20][CH2:21][Si:22]([CH3:25])([CH3:24])[CH3:23])=[CH:11][CH:10]=2)[OH:8])[CH:6]=[CH:5][CH:4]=[CH:3][CH:2]=1.CC(OI1(OC(C)=O)(OC(C)=O)OC(=O)C2C=CC=CC1=2)=O>ClCCl.CCCCCC>[C:1]1([C:7]([C:9]2[CH:17]=[C:16]3[C:12]([C:13]([CH:26]=[CH:27][C:28]4[CH:29]=[CH:30][CH:31]=[CH:32][CH:33]=4)=[N:14][N:15]3[CH2:18][O:19][CH2:20][CH2:21][Si:22]([CH3:25])([CH3:24])[CH3:23])=[CH:11][CH:10]=2)=[O:8])[CH:2]=[CH:3][CH:4]=[CH:5][CH:6]=1. Reported procedure: To a solution of phenyl-{3-styryl-1-[2-(trimethyl-silanyl)-ethoxymethyl]-1H-indazol-6-yl}-methanol (68 mg, 0.15 mmol) in dichloromethane (3 mL) at 23° C. under an atmosphere of argon was added periodinane (Dess-Martin reagent) (190 mg, 0.45 mmol). The resulting mixture was stirred at 23° C. for 1 hour. The solution was then diluted with hexane (3 mL) then filtered through Celite and concentrated under reduced pressure to a solid. The crude mixture was purified by silica gel chromatography (eluti... Starting materials: CN(C)C=O, [H-], CCI, [Na+], CCOC(=O)N1CCC(OC)(OC)C(O)C1. Yields the product CCOC(=O)N1CCC(OC)(OC)C(OCC)C1. As a reaction SMILES: [CH3:22][N:23]([CH3:24])[CH:25]=[O:26].[H-:17].[I:19][CH2:20][CH3:21].[Na+:18].[OH:1][CH:2]1[CH2:3][N:4]([C:12](=[O:13])[O:14][CH2:15][CH3:16])[CH2:5][CH2:6][C:7]1([O:8][CH3:9])[O:10][CH3:11]>>[O:1]([CH:2]1[CH2:3][N:4]([C:12](=[O:13])[O:14][CH2:15][CH3:16])[CH2:5][CH2:6][C:7]1([O:8][CH3:9])[O:10][CH3:11])[CH2:20][CH3:21]. The reactants are COC1=C(CN(C2=CC=C3COC(C3=C2)=C2C(N(C3=CC=CC=C23)CO)=O)C)C=CC(=C1)OC (3-{6-[(2,4-dimethoxy-benzyl)-methyl-amino]-3H-isobenzofuran-1-ylidene}-1-hydroxymethyl-1,3-dihydro-indol-2-one). Run in C1CCOC1 (THF), Cl (HCl). Run at temperature 50 celsius. Yields the product OCN1C(C(C2=CC=CC=C12)=C1OCC2=CC=C(C=C12)NC)=O (1-hydroxymethyl-3-(6-methylamino-3H-isobenzofuran-1-ylidene)-1,3-dihydro-indol-2-one). Yield: 6.2%. As a reaction SMILES: COC1C=C(OC)C=CC=1[CH2:5][N:6](C)[C:7]1[CH:15]=[C:14]2[C:10]([CH2:11][O:12][C:13]2=[C:16]2[C:24]3[C:19](=[CH:20][CH:21]=[CH:22][CH:23]=3)[N:18]([CH2:25][OH:26])[C:17]2=[O:27])=[CH:9][CH:8]=1>C1COCC1.Cl>[OH:26][CH2:25][N:18]1[C:19]2[C:24](=[CH:23][CH:22]=[CH:21][CH:20]=2)[C:16](=[C:13]2[C:14]3[C:10](=[CH:9][CH:8]=[C:7]([NH:6][CH3:5])[CH:15]=3)[CH2:11][O:12]2)[C:17]1=[O:27]. Procedure: A solution of 3-{6-[(2,4-dimethoxy-benzyl)-methyl-amino]-3H-isobenzofuran-1-ylidene}-1-hydroxymethyl-1,3-dihydro-indol-2-one (600 mg, 1.31 mmol) in a mixture of THF (20 ml) and 2M HCl aqueous solution (20 ml) was heated at 50° C. for 16 hours. The mixture was concentrated, and then partitioned between CHCl3 (200 ml) and saturated NaHCO3 solution (200 ml). The aqueous layer was extracted with CHCl3 (2×100 ml). The combined organic layers were washed with water (100 ml), dried over anhydrous Na2SO...